From a dataset of the Open Reaction Database (ORD), a public repository of structured organic reaction records. describe an organic reaction: reactants, conditions, products, and yield The reactants are O=C(Cl)OCc1ccccc1, Cc1ccccc1, NCCS(=O)(=O)O, [Na+], [OH-]. Yields the product O=C(NCCS(=O)(=O)O)OCc1ccccc1. As a reaction SMILES: [CH2:8]([c:9]1[cH:10][cH:11][cH:12][cH:13][cH:14]1)[O:15][C:16](=[O:17])[Cl:18].[CH3:21][c:22]1[cH:23][cH:24][cH:25][cH:26][cH:27]1.[NH2:1][CH2:2][CH2:3][S:4]([OH:5])(=[O:6])=[O:7].[Na+:20].[OH-:19]>>[NH:1]([CH2:2][CH2:3][S:4]([OH:5])(=[O:6])=[O:7])[C:16]([O:15][CH2:8][c:9]1[cH:10][cH:11][cH:12][cH:13][cH:14]1)=[O:17].